describe an organic reaction: reactants, conditions, products, and yield From a dataset of the Open Reaction Database (ORD), a public repository of structured organic reaction records. The reactants are C(C)(=O)OC1=CC=C(C=CC(=O)O)C=C1 (4-acetyloxycinnamic acid), [OH-].[K+] (KOH), C(C)(=O)[O-].[NH4+] (ammonium acetate). Yields the product C(=C)C1=CC=C(C=C1)O (4-vinylphenol). Isolated yield 49.0%. Reaction SMILES: C([O:4][C:5]1[CH:15]=[CH:14][C:8]([CH:9]=[CH:10]C(O)=O)=[CH:7][CH:6]=1)(=O)C.[OH-].[K+].C([O-])(=O)C.[NH4+]>>[CH:9]([C:8]1[CH:14]=[CH:15][C:5]([OH:4])=[CH:6][CH:7]=1)=[CH2:10] |f:1.2,3.4|. Reported procedure: A mixture of 4-acetyloxycinnamic acid (0.0083 mol), KOH (10%, 3 ml), ammonium acetate (1 g) and basic alumina (5 g) were taken in a 250 ml Erlenmeyer flask fitted with loose funnel at the top. The flask was placed inside the microwave oven and irradiated for 10 minutes. After completion of reaction the solid mixture washed with ethyl acetate and ethyl acetate layer was washed with dil HCl, water, brine and dried over anhydrous sodium sulphate and purified on silica gel column chromatography usin...